From a dataset of the Open Reaction Database (ORD), a public repository of structured organic reaction records. describe an organic reaction: reactants, conditions, products, and yield Starting materials: CSc1sc(Br)c2c1C(=O)CC(C)(C)C2, CCCC[Sn](CCCC)(CCCC)c1ccccn1, C1COCCO1. The product is CSc1sc(-c2ccccn2)c2c1C(=O)CC(C)(C)C2. RXN SMILES: [Br:1][c:2]1[s:3][c:4]([S:14][CH3:15])[c:5]2[c:6]1[CH2:7][C:8]([CH3:12])([CH3:13])[CH2:9][C:10]2=[O:11].[CH2:16]([Sn:17]([CH2:18][CH2:19][CH2:20][CH3:27])([c:21]1[n:22][cH:23][cH:24][cH:25][cH:26]1)[CH2:28][CH2:29][CH2:30][CH3:31])[CH2:32][CH2:33][CH3:34].[O:35]1[CH2:36][CH2:37][O:38][CH2:39][CH2:40]1>>[c:2]1(-[c:21]2[n:22][cH:23][cH:24][cH:25][cH:26]2)[s:3][c:4]([S:14][CH3:15])[c:5]2[c:6]1[CH2:7][C:8]([CH3:12])([CH3:13])[CH2:9][C:10]2=[O:11]. Starting materials: [H-].[Na+] (sodium hydride), CC1=C2C3CCCCC3C(C2=C(C(=C1)C)OC)=O (5,7-dimethyl-8-methoxy-1,2,3,4,4a,9a-hexahydro-9-fluorenone), O (water), CI (methyl iodide). Run in CN(C=O)C (dimethylformamide). Conditions: time 30 minute. Product: CC1=C2C3CCCCC3(C(C2=C(C(=C1)C)OC)=O)C (5,7,9a-trimethyl-8-methoxy-1,2,3,4,4a,9a-hexahydro-9fluorenone). Reaction SMILES: [H-].[Na+].[CH3:3][C:4]1[CH:16]=[C:15]([CH3:17])[C:14]([O:18][CH3:19])=[C:13]2[C:5]=1[CH:6]1[CH:11]([C:12]2=[O:20])[CH2:10][CH2:9][CH2:8][CH2:7]1.[CH3:21]I.O>CN(C)C=O>[CH3:3][C:4]1[CH:16]=[C:15]([CH3:17])[C:14]([O:18][CH3:19])=[C:13]2[C:5]=1[CH:6]1[C:11]([CH3:21])([C:12]2=[O:20])[CH2:10][CH2:9][CH2:8][CH2:7]1 |f:0.1|. Procedure: 3.42 Grams of 60% sodium hydride was gradually added to a solution prepared by dissolving 17.7 g of 5,7-dimethyl-8-methoxy-1,2,3,4,4a,9a-hexahydro-9-fluorenone in 100 ml of dimethylformamide under ice-cooling, followed by stirring at room temperature for 30 minutes. Then, 5.4 ml of methyl iodide was added thereto under ice-cooling, followed by stirring at room temperature for 1 hour. The reaction mixture was poured into 3 liters of water and extracted with chloroform. The organic layer was dried...